From a dataset of the Open Reaction Database (ORD), a public repository of structured organic reaction records. describe an organic reaction: reactants, conditions, products, and yield Starting materials: CC(C)(C)C(=O)OCCl, CCOC(C)=O, O=C(COCC(=O)Nc1ccc(Cl)cc1C(=O)O)Nc1cccc(-c2ccncc2)c1, [I-], [Na+], [Na], CN(C)C=O. Yields the product CC(C)(C)C(=O)OCOC(=O)c1cc(Cl)ccc1NC(=O)COCC(=O)Nc1cccc(-c2ccncc2)c1. Reaction SMILES: [C:33]([C:34]([CH3:35])([CH3:36])[CH3:37])(=[O:38])[O:39][CH2:40][Cl:41].[CH3:44][CH2:45][O:46][C:47](=[O:48])[CH3:49].[Cl:2][c:3]1[cH:4][cH:5][c:6]([NH:12][C:13]([CH2:14][O:15][CH2:16][C:17]([NH:18][c:19]2[cH:20][c:21](-[c:25]3[cH:26][cH:27][n:28][cH:29][cH:30]3)[cH:22][cH:23][cH:24]2)=[O:31])=[O:32])[c:7]([C:8](=[O:9])[OH:10])[cH:11]1.[I-:43].[Na+:42].[Na:1].[O:50]=[CH:51][N:52]([CH3:53])[CH3:54]>>[Cl:2][c:3]1[cH:4][cH:5][c:6]([NH:12][C:13]([CH2:14][O:15][CH2:16][C:17]([NH:18][c:19]2[cH:20][c:21](-[c:25]3[cH:26][cH:27][n:28][cH:29][cH:30]3)[cH:22][cH:23][cH:24]2)=[O:31])=[O:32])[c:7]([C:8]([O:9][CH2:40][O:39][C:33]([C:34]([CH3:35])([CH3:36])[CH3:37])=[O:38])=[O:10])[cH:11]1. The reactants are O=C([O-])O, O=C(O)Cn1cc([N+](=O)[O-])cn1, Nc1cccc(F)c1, [Na+], C1CCOC1, O, O=P(Cl)(Cl)Cl, c1ccncc1. Yields the product O=C(Cn1cc([N+](=O)[O-])cn1)Nc1cccc(F)c1. As a reaction SMILES: [C:32](=[O:33])([OH:34])[O-:35].[N+:6](=[O:7])([O-:8])[c:9]1[cH:10][n:11][n:12]([CH2:14][C:15](=[O:16])[OH:17])[cH:13]1.[NH2:18][c:19]1[cH:20][cH:21][cH:22][c:23]([F:24])[cH:25]1.[Na+:36].[O:37]1[CH2:38][CH2:39][CH2:40][CH2:41]1.[OH2:42].[P:1]([Cl:2])([Cl:3])([Cl:4])=[O:5].[cH:26]1[cH:27][cH:28][n:29][cH:30][cH:31]1>>[N+:6](=[O:7])([O-:8])[c:9]1[cH:10][n:11][n:12]([CH2:14][C:15](=[O:17])[NH:18][c:19]2[cH:20][cH:21][cH:22][c:23]([F:24])[cH:25]2)[cH:13]1. The reactants are BrC1=C(C=CC=C1)OC (2-bromoanisole), FC1=CC=C(C=C1)B(O)O (4-fluorophenylboronic acid), C([O-])([O-])=O.[Na+].[Na+] (sodium carbonate). The reagents and catalysts are C=1C=CC(=CC1)[P](C=2C=CC=CC2)(C=3C=CC=CC3)[Pd]([P](C=4C=CC=CC4)(C=5C=CC=CC5)C=6C=CC=CC6)([P](C=7C=CC=CC7)(C=8C=CC=CC8)C=9C=CC=CC9)[P](C=1C=CC=CC1)(C=1C=CC=CC1)C=1C=CC=CC1 (tetrakis(triphenylphosphine)palladium(0)). Product: COC=1C(=CC=CC1)C1=CC=C(C=C1)F (4′-fluoro[1,1′-biphenyl]-2-yl methyl ether). The yield is 84.5%. Reaction SMILES: Br[C:2]1[CH:7]=[CH:6][CH:5]=[CH:4][C:3]=1[O:8][CH3:9].[F:10][C:11]1[CH:16]=[CH:15][C:14](B(O)O)=[CH:13][CH:12]=1.C(=O)([O-])[O-].[Na+].[Na+]>C1C=CC([P]([Pd]([P](C2C=CC=CC=2)(C2C=CC=CC=2)C2C=CC=CC=2)([P](C2C=CC=CC=2)(C2C=CC=CC=2)C2C=CC=CC=2)[P](C2C=CC=CC=2)(C2C=CC=CC=2)C2C=CC=CC=2)(C2C=CC=CC=2)C2C=CC=CC=2)=CC=1>[CH3:9][O:8][C:3]1[C:2]([C:14]2[CH:15]=[CH:16][C:11]([F:10])=[CH:12][CH:13]=2)=[CH:7][CH:6]=[CH:5][CH:4]=1 |f:2.3.4,^1:29,31,50,69|. Procedure: By the reaction in the same manner as in Example 4-(ii) using 2-bromoanisole (8.91 g), 4-fluorophenylboronic acid (10.0 g), 2M aqueous sodium carbonate solution (47.6 ml) and tetrakis(triphenylphosphine)palladium(0) (2.20 g), the title compound (8.14 g) was obtained as colorless needle crystals. Starting materials: SC1=NN=C(N1CC1=CC=CC=C1)CN1CCN(CC1)C (3-mercapto-4-benzyl-5-[(4-methyl-piperazinyl)methyl]-1,2,4-triazole), CI (methyl iodide), C[O-].[Na+] (sodium methoxide). Run in CO (methanol). Yields the product CSC1=NN=C(N1CC1=CC=CC=C1)CN1CCN(CC1)C (3-methylthio-4- benzyl-5-[(4-methyl-1-piperazinyl)methyl]-1,2,4-triazole). Reaction SMILES: [SH:1][C:2]1[N:6]([CH2:7][C:8]2[CH:13]=[CH:12][CH:11]=[CH:10][CH:9]=2)[C:5]([CH2:14][N:15]2[CH2:20][CH2:19][N:18]([CH3:21])[CH2:17][CH2:16]2)=[N:4][N:3]=1.[CH3:22]I.C[O-].[Na+]>CO>[CH3:22][S:1][C:2]1[N:6]([CH2:7][C:8]2[CH:9]=[CH:10][CH:11]=[CH:12][CH:13]=2)[C:5]([CH2:14][N:15]2[CH2:16][CH2:17][N:18]([CH3:21])[CH2:19][CH2:20]2)=[N:4][N:3]=1 |f:2.3|. Procedure: The reaction of 3-mercapto-4-benzyl-5-[(4-methyl-piperazinyl)methyl]-1,2,4-triazole prepared as in Example 1 with methyl iodide and sodium methoxide in methanol by standard techniques yields 3-methylthio-4- benzyl-5-[(4-methyl-1-piperazinyl)methyl]-1,2,4-triazole. Starting materials: ClC(Cl)(OC(OC(Cl)(Cl)Cl)=O)Cl (triphosgene), N1=CC(=CC=C1)C1=NNC(C1)C1=C(C=CC=C1)O (2-(3-pyridin-3-yl-4,5-dihydro-1H-pyrazol-5-yl)phenol), Cl.C(C1=CC=CC=C1)OC1=CC=C(N)C=C1 (4-benzyloxyaniline hydrochloride), CCN(C(C)C)C(C)C (DIPEA). The solvent is ClCCCl (DCE), CN(C)C=O (DMF), ClCCCl (DCE), ClCCCl (DCE). Conditions: temperature -78 celsius, time 1 hour. Yields the product C(C1=CC=CC=C1)OC1=C(C=CC=C1)NC(=O)N1N=C(CC1C1=C(C=CC=C1)O)C=1C=NC=CC1 (N-[2-(benzyloxy)phenyl]-5-(2-hydroxyphenyl)-3-pyridin-3-yl-4,5-dihydro-1H-pyrazole-1-carboxamide). The yield is 84.9%. RXN SMILES: Cl.[CH2:2]([O:9][C:10]1[CH:16]=[CH:15][C:13](N)=[CH:12][CH:11]=1)[C:3]1[CH:8]=[CH:7][CH:6]=[CH:5][CH:4]=1.CC[N:19]([CH:23](C)C)C(C)C.ClC(Cl)([O:29]C(=O)OC(Cl)(Cl)Cl)Cl.[N:38]1[CH:43]=[CH:42][CH:41]=[C:40]([C:44]2[CH2:48][CH:47]([C:49]3[CH:54]=[CH:53][CH:52]=[CH:51][C:50]=3[OH:55])[NH:46][N:45]=2)[CH:39]=1>ClCCCl.CN(C=O)C>[CH2:2]([O:9][C:10]1[CH:16]=[CH:15][CH:13]=[CH:12][C:11]=1[NH:19][C:23]([N:46]1[CH:47]([C:49]2[CH:54]=[CH:53][CH:52]=[CH:51][C:50]=2[OH:55])[CH2:48][C:44]([C:40]2[CH:39]=[N:38][CH:43]=[CH:42][CH:41]=2)=[N:45]1)=[O:29])[C:3]1[CH:8]=[CH:7][CH:6]=[CH:5][CH:4]=1 |f:0.1|. Procedure: To a solution of 4-benzyloxyaniline hydrochloride (34.5 mg, 0.146 mmol) in DCE (1 mL) was added a solution of DIPEA (0.0525 mL, 0.302 mmol) in DCE (0.5 mL) at rt. Upon cooling to −78° C., triphosgene (14.4 mg, 0.0487 mmol) in DCE (1.0 mL) was added and the reaction mixture was allowed to warm to rt and stir for 1 h. The reaction mixture was then heated at 60° C. for and 2 h. The solution was allowed to cool to rt and then cooled to −78° C. whereupon a solution of 2-(3-pyridin-3-yl-4,5-dihydro-1H...